From a dataset of the Open Reaction Database (ORD), a public repository of structured organic reaction records. describe an organic reaction: reactants, conditions, products, and yield The product is O1COC2=C1C=CC(=C2)C2(CC2)C(=O)NC=2C=C1C=C(N(C1=CC2F)C[C@H](CO)O)C(C)(C)C ((R)-1-(benzo[d][1,3]dioxol-5-yl)-N-(2-tert-butyl-1-(2,3-dihydroxypropyl)-6-fluoro-1H-indol-5-yl)cyclopropanecarboxamide). Procedure: (R)-1-(benzo[d][1,3]dioxol-5-yl)-N-(2-tert-butyl-1-(2,3-dihydroxypropyl)-6-fluoro-1H-indol-5-yl)cyclopropanecarboxamide was prepared using an experimental procedure similar to example 72 from 1-(benzo[d][1,3]dioxol-5-yl)cyclopropanecarboxylic acid and 2-tert-butyl-6-fluoro-5-nitro-1H-indole. The reactants are O1COC2=C1C=CC(=C2)C2(CC2)C(=O)O (1-(benzo[d][1,3]dioxol-5-yl)cyclopropanecarboxylic acid), C(C)(C)(C)C=1NC2=CC(=C(C=C2C1)[N+](=O)[O-])F (2-tert-butyl-6-fluoro-5-nitro-1H-indole). RXN SMILES: [O:1]1[C:5]2[CH:6]=[CH:7][C:8]([C:10]3([C:13]([OH:15])=O)[CH2:12][CH2:11]3)=[CH:9][C:4]=2[O:3][CH2:2]1.[C:16]([C:20]1[NH:21][C:22]2[C:27]([CH:28]=1)=[CH:26][C:25]([N+:29]([O-])=O)=[C:24]([F:32])[CH:23]=2)([CH3:19])([CH3:18])[CH3:17]>>[O:1]1[C:5]2[CH:6]=[CH:7][C:8]([C:10]3([C:13]([NH:29][C:25]4[CH:26]=[C:27]5[C:22](=[CH:23][C:24]=4[F:32])[N:21]([CH2:6][C@@H:5]([OH:1])[CH2:4][OH:3])[C:20]([C:16]([CH3:19])([CH3:18])[CH3:17])=[CH:28]5)=[O:15])[CH2:11][CH2:12]3)=[CH:9][C:4]=2[O:3][CH2:2]1.